Dataset: the Open Reaction Database (ORD), a public repository of structured organic reaction records. Task: describe an organic reaction: reactants, conditions, products, and yield Product: O=C1c2ccccc2C(=O)N1Cc1cc2ccc(OCc3ccccc3)cc2s1. The reactants are BrCc1ccccc1, O=C([O-])[O-], CN(C)C=O, CCOC(C)=O, [K+], [K+], O, O=C1c2ccccc2C(=O)N1Cc1cc2ccc(O)cc2s1. As a reaction SMILES: [Br:34][CH2:35][c:36]1[cH:37][cH:38][cH:39][cH:40][cH:41]1.[C:28](=[O:29])([O-:30])[O-:31].[CH3:1][N:2]([CH3:3])[CH:4]=[O:5].[CH3:43][CH2:44][O:45][C:46](=[O:47])[CH3:48].[K+:32].[K+:33].[OH2:42].[OH:6][c:7]1[cH:8][cH:9][c:10]2[c:11]([s:12][c:13]([CH2:15][N:16]3[C:17](=[O:26])[c:18]4[cH:19][cH:20][cH:21][cH:22][c:23]4[C:24]3=[O:25])[cH:14]2)[cH:27]1>>[O:6]([c:7]1[cH:8][cH:9][c:10]2[c:11]([s:12][c:13]([CH2:15][N:16]3[C:17](=[O:26])[c:18]4[cH:19][cH:20][cH:21][cH:22][c:23]4[C:24]3=[O:25])[cH:14]2)[cH:27]1)[CH2:35][c:36]1[cH:37][cH:38][cH:39][cH:40][cH:41]1. Starting materials: CCOC(=O)N1CCN(CCCCl)CC1, [K+], [K+], N#CC1(c2ccc(OCCCN3CCCC3)cc2)CCOCC1, O=C([O-])[O-], CN(C)C=O. The product is CCOC(=O)N1CCN(CCCOc2ccc(C3(C#N)CCOCC3)cc2)CC1. As a reaction SMILES: [CH2:24]([CH3:25])[O:26][C:27](=[O:28])[N:29]1[CH2:30][CH2:31][N:32]([CH2:33][CH2:34][CH2:35][Cl:36])[CH2:37][CH2:38]1.[K+:39].[K+:40].[N:1]1([CH2:6][CH2:7][CH2:8][O:9][c:10]2[cH:11][cH:12][c:13]([C:16]3([C:22]#[N:23])[CH2:17][CH2:18][O:19][CH2:20][CH2:21]3)[cH:14][cH:15]2)[CH2:2][CH2:3][CH2:4][CH2:5]1.[O-:41][C:42]([O-:43])=[O:44].[O:45]=[CH:46][N:47]([CH3:48])[CH3:49]>>[N:1]1([CH2:6][CH2:7][CH2:8][O:9][c:10]2[cH:11][cH:12][c:13]([C:16]3([C:22]#[N:23])[CH2:17][CH2:18][O:19][CH2:20][CH2:21]3)[cH:14][cH:15]2)[CH2:2][CH2:3][N:29]([C:27]([O:26][CH2:24][CH3:25])=[O:28])[CH2:4][CH2:5]1.